Dataset: the Open Reaction Database (ORD), a public repository of structured organic reaction records. Task: describe an organic reaction: reactants, conditions, products, and yield The reactants are ClC=1C=CC(=C(C=O)C1)O (5-chloro-2-hydroxybenzaldehyde), C(C(=O)C1=CC=CC=C1)Br (phenacyl bromide), O (water). Run in C(C)O (ethanol). Run at temperature 80 celsius, time 1 hour. The product is C(C1=CC=CC=C1)(=O)C=1OC2=C(C1)C=C(C=C2)Cl (2-benzoyl-5-chlorobenzofuran). The yield is 77.5%. RXN SMILES: [Cl:1][C:2]1[CH:3]=[CH:4][C:5]([OH:10])=[C:6]([CH:9]=1)[CH:7]=O.[CH2:11](Br)[C:12]([C:14]1[CH:19]=[CH:18][CH:17]=[CH:16][CH:15]=1)=[O:13].O>C(O)C>[C:12]([C:11]1[O:10][C:5]2[CH:4]=[CH:3][C:2]([Cl:1])=[CH:9][C:6]=2[CH:7]=1)(=[O:13])[C:14]1[CH:19]=[CH:18][CH:17]=[CH:16][CH:15]=1. Procedure details: To a solution of 5-chloro-2-hydroxybenzaldehyde (2 g) and phenacyl bromide (1.85 g) in ethanol (10 ml) potassium carbonate (3.53 g) was added. The mixture was stirred at 80° C. for 1 h. Then the reaction mixture was poured into water (50 ml) and extracted with dichloromethane (3×20 ml). The combined organic layers were washed with brine (20 ml), dried (MgSO4), and concentrated under reduced pressure. The crude was purified by flash chromatography on silica gel (hexane/ethyl acetate 12:1) to give... Starting materials: [Br-], N#Cc1ccc(C[P+](c2ccccc2)(c2ccccc2)c2ccccc2)cc1, CCCCCC1CCC(CCC=O)CC1, COC(C)(C)C, O. Yields the product CCCCCC1CCC(CCC=Cc2ccc(C#N)cc2)CC1. As a reaction SMILES: [Br-:16].[C:17](#[N:18])[c:19]1[cH:20][cH:21][c:22]([CH2:23][P+:24]([c:25]2[cH:26][cH:27][cH:28][cH:29][cH:30]2)([c:31]2[cH:32][cH:33][cH:34][cH:35][cH:36]2)[c:37]2[cH:38][cH:39][cH:40][cH:41][cH:42]2)[cH:43][cH:44]1.[CH2:1]([CH2:2][CH2:3][CH2:4][CH3:5])[CH:6]1[CH2:7][CH2:8][CH:9]([CH2:12][CH2:13][CH:14]=[O:15])[CH2:10][CH2:11]1.[CH3:45][O:46][C:47]([CH3:48])([CH3:49])[CH3:50].[OH2:51]>>[CH2:1]([CH2:2][CH2:3][CH2:4][CH3:5])[CH:6]1[CH2:7][CH2:8][CH:9]([CH2:12][CH2:13][CH:14]=[CH:23][c:22]2[cH:21][cH:20][c:19]([C:17]#[N:18])[cH:44][cH:43]2)[CH2:10][CH2:11]1. RXN SMILES: [CH:17]([CH3:18])([CH3:19])[NH:20][c:21]1[n:22][c:23]([C:32]([F:33])([F:34])[F:35])[cH:24][cH:25][c:26]1[CH:27]=[CH:28][C:29](=[O:30])[OH:31].[ClH:16].[NH2:1][CH2:2][c:3]1[cH:4][c:5]([F:15])[c:6]([NH:10][S:11](=[O:12])(=[O:13])[CH3:14])[c:7]([CH3:9])[cH:8]1>>[NH:1]([CH2:2][c:3]1[cH:4][c:5]([F:15])[c:6]([NH:10][S:11](=[O:12])(=[O:13])[CH3:14])[c:7]([CH3:9])[cH:8]1)[C:29]([CH:28]=[CH:27][c:26]1[c:21]([NH:20][CH:17]([CH3:18])[CH3:19])[n:22][c:23]([C:32]([F:33])([F:34])[F:35])[cH:24][cH:25]1)=[O:30]. Product: Cc1cc(CNC(=O)C=Cc2ccc(C(F)(F)F)nc2NC(C)C)cc(F)c1NS(C)(=O)=O. Starting materials: CC(C)Nc1nc(C(F)(F)F)ccc1C=CC(=O)O, Cl, Cc1cc(CN)cc(F)c1NS(C)(=O)=O. Starting materials: O=C([O-])O, CC#N, CCOC(C)=O, [Cl-], CCCC(CCC)N1CCc2c(C(=O)OC)cc(N)cc2C1=O, [Na+], O. Product: CCCC(CCC)N1CCc2c(C(=O)OC)cc(Cl)cc2C1=O. As a reaction SMILES: [C:26](=[O:27])([OH:28])[O-:29].[CH3:31][C:32]#[N:33].[CH3:34][CH2:35][O:36][C:37](=[O:38])[CH3:39].[Cl-:1].[NH2:2][c:3]1[cH:4][c:5]([C:21](=[O:22])[O:23][CH3:24])[c:6]2[c:11]([cH:12]1)[C:10](=[O:13])[N:9]([CH:14]([CH2:15][CH2:16][CH3:17])[CH2:18][CH2:19][CH3:20])[CH2:8][CH2:7]2.[Na+:30].[OH2:25]>>[Cl:1][c:3]1[cH:4][c:5]([C:21](=[O:22])[O:23][CH3:24])[c:6]2[c:11]([cH:12]1)[C:10](=[O:13])[N:9]([CH:14]([CH2:15][CH2:16][CH3:17])[CH2:18][CH2:19][CH3:20])[CH2:8][CH2:7]2. Starting materials: C(C)(C)OC1=C(OCCN)C=CC=C1 (2-(2-isopropoxyphenoxy)ethylamine), C1(CCCC1)OC=1C=C(C=O)C=CC1 (3-cyclopentyloxybenzaldehyde), [BH4-].[K+] (potassium borohydride). Run in C1(=CC=CC=C1)C (toluene). Run at temperature 0 celsius, time 3 hour. The product is C1(CCCC1)OC=1C=C(CNCCOC2=C(C=CC=C2)OC(C)C)C=CC1 ((3-Cyclopentyloxybenzyl)[2-(2-isopropoxyphenoxy)ethyl]amine). Reaction SMILES: [CH:1]([O:4][C:5]1[CH:14]=[CH:13][CH:12]=[CH:11][C:6]=1[O:7][CH2:8][CH2:9][NH2:10])([CH3:3])[CH3:2].[CH:15]1([O:20][C:21]2[CH:22]=[C:23]([CH:26]=[CH:27][CH:28]=2)[CH:24]=O)[CH2:19][CH2:18][CH2:17][CH2:16]1.[BH4-].[K+]>C1(C)C=CC=CC=1>[CH:15]1([O:20][C:21]2[CH:22]=[C:23]([CH:26]=[CH:27][CH:28]=2)[CH2:24][NH:10][CH2:9][CH2:8][O:7][C:6]2[CH:11]=[CH:12][CH:13]=[CH:14][C:5]=2[O:4][CH:1]([CH3:3])[CH3:2])[CH2:16][CH2:17][CH2:18][CH2:19]1 |f:2.3|. Reported procedure: 0.5 g of 2-(2-isopropoxyphenoxy)ethylamine (2.56 mmol) and 0.49 [lacuna] of 3-cyclopentyloxybenzaldehyde (2.56 mmol) are mixed together in 20 ml of toluene. The solution is refluxed for 12 hours, while continuously removing the water formed. The toluene is then evaporated off, the residue is taken up in 20 ml of methanol and the solution is cooled to 0° C. 0.28 g of potassium borohydride (5.12 mmol) is added portionwise and the mixture is stirred for 3 hours at room temperature. The methanol is ... Reactants: [OH-].[Na+] (NaOH), COCC1NC(CC1)C1=C(C=CC=C1)OC (2-methoxymethyl-5-(2-methoxyphenyl)-tetrahydropyrrole), CC(=O)[O-].[Na+] (NaOAc), N-phthalimidoacetaldehyde, [BH-](OC(=O)C)(OC(=O)C)OC(=O)C.[Na+] (NaB(OAc)3H). The solvent is C(Cl)Cl (CH2Cl2), O (H2O). Run at time 17 hour. The product is COCC1N(C(CC1)C1=C(C=CC=C1)OC)CCN1C(C=2C(C1=O)=CC=CC2)=O (2-Methoxymethyl-5-(2-methoxyphenyl)-N-(2-phthalimidoethyl)-tetrahydropyrrole). Yield: 173.0%. RXN SMILES: [CH3:1][O:2][CH2:3][CH:4]1[CH2:8][CH2:7][CH:6]([C:9]2[CH:14]=[CH:13][CH:12]=[CH:11][C:10]=2[O:15][CH3:16])[NH:5]1.[CH3:17][C:18]([O-:20])=O.[Na+].[BH-](O[C:32]([CH3:34])=[O:33])(OC(C)=O)OC(C)=O.[Na+].[OH-].[Na+]>C(Cl)Cl.O>[CH3:1][O:2][CH2:3][CH:4]1[CH2:8][CH2:7][CH:6]([C:9]2[CH:14]=[CH:13][CH:12]=[CH:11][C:10]=2[O:15][CH3:16])[N:5]1[CH2:3][CH2:4][N:5]1[C:18](=[O:20])[C:17]2=[CH:9][CH:6]=[CH:7][CH:8]=[C:34]2[C:32]1=[O:33] |f:1.2,3.4,5.6|. Procedure: To a solution of 2-methoxymethyl-5-(2-methoxyphenyl)-tetrahydropyrrole (226 mg, 1.02 mmol) in CH2Cl2 was added NaOAc (88 mg, 1.07 mmol), N-phthalimidoacetaldehyde (203 mg, 1.07 mmol) and NaB(OAc)3H (326 mg, 1.54 mmol) and the resulting suspension was stirred at ambient temperature for 17 hours. H2O was added followed by 1N NaOH until pH was 10, the aqueous layer was extracted with CHCl3 (×4), and the combined organic layers were washed with brine, dried over MgSO4 and evaporated in vacuo. The cr... The reactants are CN(C)CCOc1ccc2c(c1)C(O)C(C)(C)CC2c1ccc(Cl)cc1, O=S(Cl)Cl, c1ccccc1. Yields the product CN(C)CCOc1ccc2c(c1)C(Cl)C(C)(C)CC2c1ccc(Cl)cc1. As a reaction SMILES: [Cl:5][c:6]1[cH:7][cH:8][c:9]([CH:12]2[CH2:13][C:14]([CH3:29])([CH3:30])[CH:15]([OH:28])[c:16]3[cH:17][c:18]([O:22][CH2:23][CH2:24][N:25]([CH3:26])[CH3:27])[cH:19][cH:20][c:21]32)[cH:10][cH:11]1.[S:1]([Cl:2])([Cl:3])=[O:4].[cH:31]1[cH:32][cH:33][cH:34][cH:35][cH:36]1>>[Cl:3][CH:15]1[C:14]([CH3:29])([CH3:30])[CH2:13][CH:12]([c:9]2[cH:8][cH:7][c:6]([Cl:5])[cH:11][cH:10]2)[c:21]2[c:16]1[cH:17][c:18]([O:22][CH2:23][CH2:24][N:25]([CH3:26])[CH3:27])[cH:19][cH:20]2. The reactants are COC(=O)c1ccc(C(=O)C(=O)c2ccc3c(c2)C(C)(C)CCC3(C)C)cc1, CC(=O)O, O, O=S(=O)(O)O. Yields the product CC1(C)CCC(C)(C)c2cc(C(=O)C(=O)c3ccc(C(=O)O)cc3)ccc21. Reaction SMILES: [C:1](=[O:2])([O:3][CH3:4])[c:5]1[cH:6][cH:7][c:8]([C:11]([C:12](=[O:13])[c:14]2[cH:15][c:16]3[c:21]([cH:22][cH:23]2)[C:20]([CH3:24])([CH3:25])[CH2:19][CH2:18][C:17]3([CH3:26])[CH3:27])=[O:28])[cH:9][cH:10]1.[CH3:29][C:30](=[O:31])[OH:32].[OH2:33].[S:34](=[O:35])(=[O:36])([OH:37])[OH:38]>>[C:1](=[O:2])([OH:3])[c:5]1[cH:6][cH:7][c:8]([C:11]([C:12](=[O:13])[c:14]2[cH:15][c:16]3[c:21]([cH:22][cH:23]2)[C:20]([CH3:24])([CH3:25])[CH2:19][CH2:18][C:17]3([CH3:26])[CH3:27])=[O:28])[cH:9][cH:10]1. The reactants are COC=1C=C(C=CC1N1N=C(N=C1)C)C(=O)NNC(=O)OC(C)(C)C (tert-butyl 2-{[3-methoxy-4-(3-methyl-1H-1,2,4-triazol-1-yl)phenyl]carbonyl}hydrazinecarboxylate), Cl (hydrochloric acid). The solvent is CO (methanol). Reaction conditions: time 4 hour. The product is Cl.Cl.COC=1C=C(C(=O)NN)C=CC1N1N=C(N=C1)C (3-methoxy-4-(3-methyl-1H-1,2,4-triazol-1-yl)benzohydrazide dihydrochloride). As a reaction SMILES: [CH3:1][O:2][C:3]1[CH:4]=[C:5]([C:15]([NH:17][NH:18]C(OC(C)(C)C)=O)=[O:16])[CH:6]=[CH:7][C:8]=1[N:9]1[CH:13]=[N:12][C:11]([CH3:14])=[N:10]1.[ClH:26]>CO>[ClH:26].[ClH:26].[CH3:1][O:2][C:3]1[CH:4]=[C:5]([CH:6]=[CH:7][C:8]=1[N:9]1[CH:13]=[N:12][C:11]([CH3:14])=[N:10]1)[C:15]([NH:17][NH2:18])=[O:16] |f:3.4.5|. Procedure details: To a mixture of tert-butyl 2-{[3-methoxy-4-(3-methyl-1H-1,2,4-triazol-1-yl)phenyl]carbonyl}hydrazinecarboxylate (0.22 g) in methanol (2 mL) was added hydrochloric acid (4-Methyl acetate solution, 1 mL) at room temperature, and the mixture was stirred at room temperature for 4 hr. The precipitated solid was collected by filtration, and washed with ethyl acetate to give the title compound (0.15 g).